From a dataset of the Open Reaction Database (ORD), a public repository of structured organic reaction records. describe an organic reaction: reactants, conditions, products, and yield Product: NC(=O)NCC1CCCc2cc(S(=O)(=O)c3cccc(F)c3)ccc21. Reactants: Cl, NCC1CCCc2cc(S(=O)(=O)c3cccc(F)c3)ccc21, N#CO[K], O. Reaction SMILES: [ClH:1].[F:2][c:3]1[cH:4][c:5]([S:9](=[O:10])(=[O:11])[c:12]2[cH:13][c:14]3[c:19]([cH:20][cH:21]2)[CH:18]([CH2:22][NH2:23])[CH2:17][CH2:16][CH2:15]3)[cH:6][cH:7][cH:8]1.[K:24][O:25][C:26]#[N:27].[OH2:28]>>[F:2][c:3]1[cH:4][c:5]([S:9](=[O:10])(=[O:11])[c:12]2[cH:13][c:14]3[c:19]([cH:20][cH:21]2)[CH:18]([CH2:22][NH:23][C:26](=[O:25])[NH2:27])[CH2:17][CH2:16][CH2:15]3)[cH:6][cH:7][cH:8]1.